From a dataset of the Open Reaction Database (ORD), a public repository of structured organic reaction records. describe an organic reaction: reactants, conditions, products, and yield The reactants are C[Sn](C1=NC=CC=C1)(C)C (trimethyl(2-pyridyl)tin), ice water, C(C)(=O)OCC (ethyl acetate), BrC=1C=CC(=C(CN2C(N(N=C2OC)C)=O)C1)C (4-(5-bromo-2-methylbenzyl)-5-methoxy-2-methyl-2,4-dihydro-3H-1,2,4-triazol-3-one), compound 299. Reagents/catalysts: Cl[Pd]([P](C1=CC=CC=C1)(C2=CC=CC=C2)C3=CC=CC=C3)([P](C4=CC=CC=C4)(C5=CC=CC=C5)C6=CC=CC=C6)Cl (PdCl2(PPh3)2), [Cu]=O (copper (II) oxide). Solvent: CN(C=O)C (N,N-dimethylformamide), CN(C=O)C (N,N-dimethylformamide). Conditions: temperature 80 celsius, time 30 minute. Product: COC=1N(C(N(N1)C)=O)CC1=C(C=CC(=C1)C1=NC=CC=C1)C (5-methoxy-2-methyl-4-{2-methyl-5-(2-pyridyl)benzyl}-2,4-dihydro-3H-1,2,4-triazol-3-one). Isolated yield 41.4%. Reaction SMILES: Br[C:2]1[CH:3]=[CH:4][C:5]([CH3:18])=[C:6]([CH:17]=1)[CH2:7][N:8]1[C:12]([O:13][CH3:14])=[N:11][N:10]([CH3:15])[C:9]1=[O:16].C[Sn](C)(C)[C:21]1[CH:26]=[CH:25][CH:24]=[CH:23][N:22]=1.C(OCC)(=O)C>CN(C)C=O.Cl[Pd](Cl)([P](C1C=CC=CC=1)(C1C=CC=CC=1)C1C=CC=CC=1)[P](C1C=CC=CC=1)(C1C=CC=CC=1)C1C=CC=CC=1.[Cu]=O>[CH3:14][O:13][C:12]1[N:8]([CH2:7][C:6]2[CH:17]=[C:2]([C:21]3[CH:26]=[CH:25][CH:24]=[CH:23][N:22]=3)[CH:3]=[CH:4][C:5]=2[CH3:18])[C:9](=[O:16])[N:10]([CH3:15])[N:11]=1 |^1:42,61|. Reported procedure: To a solution of 0.44 g (1.4 mmol) of 4-(5-bromo-2-methylbenzyl)-5-methoxy-2-methyl-2,4-dihydro-3H-1,2,4-triazol-3-one (the compound 299 of the present invention) in 8 ml of N,N-dimethylformamide were added 30 mg (0.042 mmol) of PdCl2(PPh3)2 and 0.12 g (1.4 mmol) of copper (II) oxide powder and the mixture was stirred at 80° C. under an atmosphere of nitrogen for 30 minutes. To the reaction mixture was added a solution of 0.48 g (2.0 mmol) of trimethyl(2-pyridyl)tin in 4 ml of N,N-dimethylformam... The reactants are C1(O)=CC(O)=CC=C1 (resorcinol), C1(=CC=CC=C1)O (phenol). Yields the product C1(=CC=CC=C1)O.C1(O)=C(C(O)=CC=C1)C=O (phenol resorcinol-formaldehyde). RXN SMILES: [C:1]1([CH:8]=[CH:7][CH:6]=[C:4]([OH:5])[CH:3]=1)[OH:2].[C:9]1([OH:15])C=CC=CC=1>>[C:1]1([OH:2])[CH:8]=[CH:7][CH:6]=[CH:4][CH:3]=1.[C:1]1([CH:8]=[CH:7][CH:6]=[C:4]([OH:5])[C:3]=1[CH:9]=[O:15])[OH:2] |f:2.3|. Procedure: adding resorcinol in an amount between 60 and 140% of the phenol and reacting the resulting mixture for a time-temperature period effecting copolymerization producing a stable phenol-resorcinol-formaldehyde liquid resin product which will set to a hard solid upon admixture with additional formaldehyde. Reactants: Cc1nc2ccccc2[nH]1, Cn1c(CN2CCN(C(C)(C)CO)CC2)nc2c(N3CCOCC3)nc(Cl)nc21. Yields the product Cc1nc2ccccc2n1-c1nc(N2CCOCC2)c2nc(CN3CCN(C(C)(C)CO)CC3)n(C)c2n1. Reaction SMILES: [CH3:30][c:31]1[n:32][c:33]2[c:34]([nH:35]1)[cH:36][cH:37][cH:38][cH:39]2.[Cl:1][c:2]1[n:3][c:4]([N:24]2[CH2:25][CH2:26][O:27][CH2:28][CH2:29]2)[c:5]2[n:6][c:7]([CH2:12][N:13]3[CH2:14][CH2:15][N:16]([C:19]([CH2:20][OH:21])([CH3:22])[CH3:23])[CH2:17][CH2:18]3)[n:8]([CH3:11])[c:9]2[n:10]1>>[c:2]1(-[n:32]2[c:31]([CH3:30])[n:35][c:34]3[c:33]2[cH:39][cH:38][cH:37][cH:36]3)[n:3][c:4]([N:24]2[CH2:25][CH2:26][O:27][CH2:28][CH2:29]2)[c:5]2[n:6][c:7]([CH2:12][N:13]3[CH2:14][CH2:15][N:16]([C:19]([CH2:20][OH:21])([CH3:22])[CH3:23])[CH2:17][CH2:18]3)[n:8]([CH3:11])[c:9]2[n:10]1. Starting materials: CC1(C[C@@H](C(C2=CC(=CC=C12)C)(C)C)C)C ((S)-1,1,3,4,4,6-hexamethyl1,2,3,4-tetrahydronaphthalene), C(C)(=O)Cl (acetyl chloride), [Cl-].[Al+3].[Cl-].[Cl-] (aluminum chloride), resultant mixture, Cl (hydrochloric acid). Solvent: ClCCCl (1,2-dichloroethane). Yields the product C(C)(=O)C1=C(C=C2C([C@H](CC(C2=C1)(C)C)C)(C)C)C ((S)-7-acetyl-1,1,3,4,4,6-hexamethyl-1,2,3,4-tetrahydronaphthalene). The yield is 90.1%. Reaction SMILES: [CH3:1][C:2]1([CH3:16])[C:11]2[C:6](=[CH:7][C:8]([CH3:12])=[CH:9][CH:10]=2)[C:5]([CH3:14])([CH3:13])[C@@H:4]([CH3:15])[CH2:3]1.[C:17](Cl)(=[O:19])[CH3:18].[Cl-].[Al+3].[Cl-].[Cl-].Cl>ClCCCl>[C:17]([C:9]1[CH:10]=[C:11]2[C:6]([C:5]([CH3:14])([CH3:13])[C@@H:4]([CH3:15])[CH2:3][C:2]2([CH3:16])[CH3:1])=[CH:7][C:8]=1[CH3:12])(=[O:19])[CH3:18] |f:2.3.4.5|. Procedure: To a solution of (S)-1,1,3,4,4,6-hexamethyl1,2,3,4-tetrahydronaphthalene ([α]546 -49.1° (C=1 in n-hexane)) (100.0 g; 0.463 mol) in 1,2-dichloroethane (300 g), acetyl chloride (38.0 g; 0.484 mol) and anhydrous aluminum chloride (71.0 g; 0.533 mol) were added, and the resultant mixture was stirred at 20° C. for 1 hour. The reaction mixture was treated with 10% hydrochloric acid (300 ml) and then separated into a water layer and an organic layer. The organic layer was washed with dilute hydrochlori...